This data is from the Open Reaction Database (ORD), a public repository of structured organic reaction records. The task is: describe an organic reaction: reactants, conditions, products, and yield Reaction SMILES: C(S[CH:5]1[N:8]([C:9](=[C:23]([O:30][C:31]2[CH:36]=[CH:35][C:34]([F:37])=[CH:33][CH:32]=2)[C:24](=[O:29])[C:25]([CH3:28])([CH3:27])[CH3:26])[C:10]([O:12][CH2:13][C:14]2[CH:19]=[CH:18][C:17]([N+:20]([O-:22])=[O:21])=[CH:16][CH:15]=2)=[S:11])[C:7](=[O:38])[CH2:6]1)C=C.[Cl:39]Cl>ClCCl.C(Cl)(Cl)(Cl)Cl>[Cl:39][CH:5]1[N:8]([C:9](=[C:23]([O:30][C:31]2[CH:36]=[CH:35][C:34]([F:37])=[CH:33][CH:32]=2)[C:24](=[O:29])[C:25]([CH3:28])([CH3:27])[CH3:26])[C:10]([O:12][CH2:13][C:14]2[CH:19]=[CH:18][C:17]([N+:20]([O-:22])=[O:21])=[CH:16][CH:15]=2)=[S:11])[C:7](=[O:38])[CH2:6]1. Starting materials: C(C=C)SC1CC(N1C(C(=S)OCC1=CC=C(C=C1)[N+](=O)[O-])=C(C(C(C)(C)C)=O)OC1=CC=C(C=C1)F)=O (4-Nitrobenzyl 2-(4-allylthioazetidin-2-on-1-yl)-3-(4-fluorophenoxy)-3-trimethylacetylthiopropenate), ClCl (chlorine). Reported procedure: To a solution of 7.2 g of 4-nitrobenzyl 2-(4-allylthioazetidin-2-on-1-yl)-3-(4-fluorophenoxy)-3-trimethylacetylthio-propenate (prepared as described in Example 25) in dichloromethane at -20°, was added a solution of 25 mmol of chlorine in carbon tetrachloride. After 30 minutes the mixture was warmed to room temperature, evaporated in vacuo, and the residual oil was chromatographed over silica gel. Elution with hexane-ethyl acetate mixtures afforded 4.6 g of the title compound as a pale yellow fo... The solvent is ClCCl (dichloromethane), C(Cl)(Cl)(Cl)Cl (carbon tetrachloride). The yield is 68.5%. The product is ClC1CC(N1C(C(=S)OCC1=CC=C(C=C1)[N+](=O)[O-])=C(C(C(C)(C)C)=O)OC1=CC=C(C=C1)F)=O (4-Nitrobenzyl 2-(4-chloroazetidin-2-on-1-yl)-3-(4-fluorophenoxy)-3-trimethylacetylthio-propenate). The reactants are O=C([O-])[O-], CC1(C)OB(c2ccc3[nH]ccc3c2)OC1(C)C, CC#N, CCO, Cc1ccccc1, Clc1nc(N2CC3CCC(C2)O3)c2cnn(C3CCC4(CC3)OCCO4)c2n1, O=C(O)C(F)(F)F, [Na+], [Na+], O. Product: c1cc2cc(-c3nc(N4CC5CCC(C4)O5)c4cnn(C5CCC6(CC5)OCCO6)c4n3)ccc2[nH]1. Reaction SMILES: [C:47](=[O:48])([O-:49])[O-:50].[CH3:29][C:30]1([CH3:31])[C:32]([CH3:33])([CH3:34])[O:35][B:36]([c:37]2[cH:38][c:39]3[cH:40][cH:41][nH:42][c:43]3[cH:44][cH:45]2)[O:46]1.[CH3:60][C:61]#[N:62].[CH3:64][CH2:65][OH:66].[CH3:67][c:68]1[cH:69][cH:70][cH:71][cH:72][cH:73]1.[Cl:1][c:2]1[n:3][c:4]([N:21]2[CH2:22][CH:23]3[CH2:24][CH2:25][CH:26]([CH2:27]2)[O:28]3)[c:5]2[c:6]([n:7]1)[n:8]([CH:11]1[CH2:12][CH2:13][C:14]3([O:15][CH2:16][CH2:17][O:18]3)[CH2:19][CH2:20]1)[n:9][cH:10]2.[F:53][C:54]([F:55])([F:56])[C:57]([OH:58])=[O:59].[Na+:51].[Na+:52].[OH2:63]>>[c:2]1(-[c:37]2[cH:38][c:39]3[cH:40][cH:41][nH:42][c:43]3[cH:44][cH:45]2)[n:3][c:4]([N:21]2[CH2:22][CH:23]3[CH2:24][CH2:25][CH:26]([CH2:27]2)[O:28]3)[c:5]2[c:6]([n:7]1)[n:8]([CH:11]1[CH2:12][CH2:13][C:14]3([O:15][CH2:16][CH2:17][O:18]3)[CH2:19][CH2:20]1)[n:9][cH:10]2. Starting materials: O1COC2=C1C=CC(=C2)CNC(C(C2=CC=CC=C2)N2C(C1=C(CCC2)C=C(C(=C1)O)OC)CC1=CC(=C(C=C1)OC)OC)=O (N-benzo[1,3]dioxol-5-ylmethyl-2-[1-(3,4-dimethoxy-benzyl)-8-hydroxy-7-methoxy-1,3,4,5-tetrahydro-benzo[c]azepin-2-yl]-2-phenyl-acetamide), BrCC(F)F (2-bromo-1,1-difluoroethane). Yields the product O1COC2=C1C=CC(=C2)CNC(C(C2=CC=CC=C2)N2C(C1=C(CCC2)C=C(C(=C1)OCC(F)F)OC)CC1=CC(=C(C=C1)OC)OC)=O (N-Benzo[1,3]dioxol-5-ylmethyl-2-[8-(2,2-difluoro-ethoxy)-1-(3,4-dimethoxy-benzyl)-7-methoxy-1,3,4,5-tetrahydro-benzo[c]azepin-2-yl]-2-phenyl-acetamide). As a reaction SMILES: [O:1]1[C:5]2[CH:6]=[CH:7][C:8]([CH2:10][NH:11][C:12](=[O:45])[CH:13]([N:20]3[CH2:26][CH2:25][CH2:24][C:23]4[CH:27]=[C:28]([O:32][CH3:33])[C:29]([OH:31])=[CH:30][C:22]=4[CH:21]3[CH2:34][C:35]3[CH:40]=[CH:39][C:38]([O:41][CH3:42])=[C:37]([O:43][CH3:44])[CH:36]=3)[C:14]3[CH:19]=[CH:18][CH:17]=[CH:16][CH:15]=3)=[CH:9][C:4]=2[O:3][CH2:2]1.Br[CH2:47][CH:48]([F:50])[F:49]>>[O:1]1[C:5]2[CH:6]=[CH:7][C:8]([CH2:10][NH:11][C:12](=[O:45])[CH:13]([N:20]3[CH2:26][CH2:25][CH2:24][C:23]4[CH:27]=[C:28]([O:32][CH3:33])[C:29]([O:31][CH2:47][CH:48]([F:50])[F:49])=[CH:30][C:22]=4[CH:21]3[CH2:34][C:35]3[CH:40]=[CH:39][C:38]([O:41][CH3:42])=[C:37]([O:43][CH3:44])[CH:36]=3)[C:14]3[CH:19]=[CH:18][CH:17]=[CH:16][CH:15]=3)=[CH:9][C:4]=2[O:3][CH2:2]1. Reported procedure: prepared by reaction of N-benzo[1,3]dioxol-5-ylmethyl-2-[1-(3,4-dimethoxy-benzyl)-8-hydroxy-7-methoxy-1,3,4,5-tetrahydro-benzo[c]azepin-2-yl]-2-phenyl-acetamide with 2-bromo-1,1-difluoroethane. Reactants: C(#N)C1=CC(OC2=C1C=C(C=C2)[N+](=O)[O-])(CF)CF (4-cyano-2,2-bisfluoromethyl-6-nitro-2H-1-benzopyran), S(O)(O)(=O)=O (sulfuric acid), ice water. Reaction conditions: time 36 hour. Yields the product FCC1(OC2=C(C(=C1)C(=O)N)C=C(C=C2)[N+](=O)[O-])CF (2,2-bisfluoromethyl-6-nitro-2H-1-benzopyran-4-carboamide). RXN SMILES: [C:1]([C:3]1[C:8]2[CH:9]=[C:10]([N+:13]([O-:15])=[O:14])[CH:11]=[CH:12][C:7]=2[O:6][C:5]([CH2:18][F:19])([CH2:16][F:17])[CH:4]=1)#[N:2].S(=O)(=O)(O)[OH:21]>>[F:19][CH2:18][C:5]1([CH2:16][F:17])[CH:4]=[C:3]([C:1]([NH2:2])=[O:21])[C:8]2[CH:9]=[C:10]([N+:13]([O-:15])=[O:14])[CH:11]=[CH:12][C:7]=2[O:6]1. Reported procedure: A mixture of 3 g of 4-cyano-2,2-bisfluoromethyl-6-nitro-2H-1-benzopyran and 20 ml of sulfuric acid was stirred for 36 hours. The reaction mixture was poured into ice water and the separated crystal was collected by filtration. The above-obtained crystal was diluted with ethyl acetate and the organic layer was washed with water and dried. The solvent was distilled off to obtain 3 g of 2,2-bisfluoromethyl-6-nitro-2H-1-benzopyran-4-carboamide represented by the following formula. Starting materials: C(C)(C)(C)OC(=O)NC(CC1=CC=CC=C1)(C)C1=NN=C(O1)C=1C=C(C(=O)O)C=C(C1)N(S(=O)(=O)C)C (3-(5-{1-[(tert-butoxycarbonyl)amino]-1-methyl-2-phenylethyl}-1,3,4-oxadiazol-2-yl)-5-[methyl(methylsulfonyl)amino]benzoic acid), C(C)(C)S(=O)(=O)Cl (isopropyl sulfonyl chloride), Intermediate III. Product: C(C)(C)(C)OC(=O)N[C@@](CC1=CC=CC=C1)(C)C1=NN=C(O1)C=1C=C(C(=O)O)C=C(C1)N(S(=O)(=O)C(C)C)C (3-(5-{(1R)-1-[(tert-butoxycarbonyl)amino]-1-methyl-2-phenylethyl}-1,3,4-oxadiazol-2-yl)-5-[methyl(isopropylsulfonyl)amino]benzoic acid). Reaction SMILES: [C:1]([O:5][C:6]([NH:8][C:9]([C:18]1[O:22][C:21]([C:23]2[CH:24]=[C:25]([CH:29]=[C:30]([N:32]([CH3:37])S(C)(=O)=O)[CH:31]=2)[C:26]([OH:28])=[O:27])=[N:20][N:19]=1)([CH3:17])[CH2:10][C:11]1[CH:16]=[CH:15][CH:14]=[CH:13][CH:12]=1)=[O:7])([CH3:4])([CH3:3])[CH3:2].[CH:38]([S:41](Cl)(=[O:43])=[O:42])([CH3:40])[CH3:39]>>[C:1]([O:5][C:6]([NH:8][C@:9]([C:18]1[O:22][C:21]([C:23]2[CH:24]=[C:25]([CH:29]=[C:30]([N:32]([CH3:37])[S:41]([CH:38]([CH3:40])[CH3:39])(=[O:43])=[O:42])[CH:31]=2)[C:26]([OH:28])=[O:27])=[N:20][N:19]=1)([CH3:17])[CH2:10][C:11]1[CH:12]=[CH:13][CH:14]=[CH:15][CH:16]=1)=[O:7])([CH3:4])([CH3:2])[CH3:3]. Procedure details: Prepared using a procedure similar to that employed for the synthesis of Intermediate VI, substituting isopropyl sulfonyl chloride in the place of methanesulfonyl chloride in Step A of the Intermediate III synthesis.